Dataset: the Open Reaction Database (ORD), a public repository of structured organic reaction records. Task: describe an organic reaction: reactants, conditions, products, and yield The reactants are ClC=1C=CC2=C(C(NC(C=3N2N=C(C3)C)=O)C3=CC=CC=C3)C1 (8-Chloro-2-methyl-5,6-dihydro-4-oxo-6-phenyl-4H-pyrazolo[1,5-a][1,4]benzodiazepine), crude product, C(#N)C1=C(C(=O)C(=C(C1=O)Cl)Cl)C#N (DDQ). Solvent: C1CCOC1 (THF). Yields the product ClC=1C=CC2=C(C(=NCC=3N2N=C(C3)C)C3=CC=CC=C3)C1 (8 -Chloro-2-methyl-6-phenyl-4H-pyrazolo[1,5-a][1,4]benzodiazepine). As a reaction SMILES: [Cl:1][C:2]1[CH:3]=[CH:4][C:5]2[N:11]3[N:12]=[C:13]([CH3:15])[CH:14]=[C:10]3[C:9](=O)[NH:8][CH:7]([C:17]3[CH:22]=[CH:21][CH:20]=[CH:19][CH:18]=3)[C:6]=2[CH:23]=1.C(C1C(=O)C(Cl)=C(Cl)C(=O)C=1C#N)#N>C1COCC1>[Cl:1][C:2]1[CH:3]=[CH:4][C:5]2[N:11]3[N:12]=[C:13]([CH3:15])[CH:14]=[C:10]3[CH2:9][N:8]=[C:7]([C:17]3[CH:22]=[CH:21][CH:20]=[CH:19][CH:18]=3)[C:6]=2[CH:23]=1. Procedure details: A solution of 2.52 g. (7.8 mmol) of the end product of Example 16 in 75 ml. dry THF was reduced with 3.12 ml. (31.2 mmol) of BMS according to the procedure described above in 6, Method B. The crude product from this reduction was then treated with 2.15 g. (9.4 mmol) of DDQ according to the oxidation procedure described above in Example 8. The crude oxidation product was chromatographed on a 29 × 20 cm column of silica gel packed in benzene and eluted first with 3% EtOAc in benzene and then 5% Et...